From a dataset of the Open Reaction Database (ORD), a public repository of structured organic reaction records. describe an organic reaction: reactants, conditions, products, and yield The reactants are [Li]CCCC (n-BuLi), BrC1=CC=C(C=C1)C1=CC=CC=C1 (4-bromobiphenyl), [Sn](CCCC)(CCCC)(CCCC)Cl (SnBu3Cl). The product is C(CCC)[Sn](C1=CC=C(C=C1)C1=CC=CC=C1)(CCCC)CCCC (4-tributylstannylbiphenyl). As a reaction SMILES: [Li]CCCC.Br[C:7]1[CH:12]=[CH:11][C:10]([C:13]2[CH:18]=[CH:17][CH:16]=[CH:15][CH:14]=2)=[CH:9][CH:8]=1.[Sn:19](Cl)([CH2:28][CH2:29][CH2:30][CH3:31])([CH2:24][CH2:25][CH2:26][CH3:27])[CH2:20][CH2:21][CH2:22][CH3:23]>>[CH2:28]([Sn:19]([CH2:20][CH2:21][CH2:22][CH3:23])([CH2:24][CH2:25][CH2:26][CH3:27])[C:7]1[CH:12]=[CH:11][C:10]([C:13]2[CH:18]=[CH:17][CH:16]=[CH:15][CH:14]=2)=[CH:9][CH:8]=1)[CH2:29][CH2:30][CH3:31]. Procedure details: 2.5 M of n-BuLi (2.1 mL/hexane, 5.32 mmol) was added to 4-bromobiphenyl (1.24 g, 5.32 mmol/THF (20 mL)) and reacted at −78° C. for 40 minutes under a dry and anaerobic operation condition to form a solution. SnBu3Cl (1.65 mL, 5.85 mmol) was then added to the solution and reacted at −78° C. for 1 hour. After returning to room temperature, the solution was continuously reacted for 8 hours. After the reaction was completed, the solution was extracted by ether (30 mL) and deionized water (50 mL). An... Reactants: C#CCCCCOCCCCCCBr, CCN(CC)C(=O)c1ccc(Br)o1, CCCCCC, C1CCC(NC2CCCCC2)CC1. Product: CCN(CC)C(=O)c1ccc(C#CCCCCOCCCCCCBr)o1. Reaction SMILES: [Br:14][CH2:15][CH2:16][CH2:17][CH2:18][CH2:19][CH2:20][O:21][CH2:22][CH2:23][CH2:24][CH2:25][C:26]#[CH:27].[CH2:1]([CH3:2])[N:3]([C:4](=[O:5])[c:6]1[o:7][c:8]([Br:11])[cH:9][cH:10]1)[CH2:12][CH3:13].[CH3:41][CH2:42][CH2:43][CH2:44][CH2:45][CH3:46].[CH:28]1([NH:29][CH:30]2[CH2:31][CH2:32][CH2:33][CH2:34][CH2:35]2)[CH2:36][CH2:37][CH2:38][CH2:39][CH2:40]1>>[CH2:1]([CH3:2])[N:3]([C:4](=[O:5])[c:6]1[o:7][c:8]([C:27]#[C:26][CH2:25][CH2:24][CH2:23][CH2:22][O:21][CH2:20][CH2:19][CH2:18][CH2:17][CH2:16][CH2:15][Br:14])[cH:9][cH:10]1)[CH2:12][CH3:13]. Reactants: CC1(C=2C=CC(=CC2C(=CC1)C#CC(C)(O)C)/C=C/C1=CC=C(C(=O)OC)C=C1)C (methyl 4-[(E)-(5,6-dihydro-5,5-dimethyl-8-(3-methyl-3-hydroxy-1-butyn-1-yl)-2-naphthalenyl)ethenyl]benzoate). Reagents/catalysts: [Pd].[O-]S(=O)(=O)[O-].[Ba+2] (Pd BaSO4). Solvent: N1=CC=CC=C1 (pyridine). Product: CC1(C=2C=CC(=CC2C(=CC1)\C=C/C(C)(O)C)/C=C/C1=CC=C(C(=O)OC)C=C1)C (Methyl 4-[(E)-(5,6-dihydro-5,5-dimethyl-8-((Z)-3-methyl-3-hydroxy-1-buten-1-yl)-2-naphthalenyl)ethenyl]benzoate). The yield is 58.8%. As a reaction SMILES: [CH3:1][C:2]1([CH3:30])[CH2:11][CH:10]=[C:9]([C:12]#[C:13][C:14]([CH3:17])([OH:16])[CH3:15])[C:8]2[CH:7]=[C:6](/[CH:18]=[CH:19]/[C:20]3[CH:29]=[CH:28][C:23]([C:24]([O:26][CH3:27])=[O:25])=[CH:22][CH:21]=3)[CH:5]=[CH:4][C:3]1=2>N1C=CC=CC=1.[Pd].[O-]S([O-])(=O)=O.[Ba+2]>[CH3:1][C:2]1([CH3:30])[CH2:11][CH:10]=[C:9](/[CH:12]=[CH:13]\[C:14]([CH3:15])([OH:16])[CH3:17])[C:8]2[CH:7]=[C:6](/[CH:18]=[CH:19]/[C:20]3[CH:29]=[CH:28][C:23]([C:24]([O:26][CH3:27])=[O:25])=[CH:22][CH:21]=3)[CH:5]=[CH:4][C:3]1=2 |f:2.3.4|. Procedure details: A mixture of methyl 4-[(E)-(5,6-dihydro-5,5-dimethyl-8-(3-methyl-3-hydroxy-1-butyn-1-yl)-2-naphthalenyl)ethenyl]benzoate (0.228 g, 0.57 mmol) and 10% Pd/BaSO4 (75 mg) in pyridine (5 mL) was hydrogenated (rubber balloon) for 60 minutes at room temperature. The reaction mixture was then filtered through celite and the pad washed with ethyl ether. The filtrate was washed with water, 1N hydrochloric acid and brine, dried over magnesium sulfate, filtered and concentrated. The residue was purified on ... Reactants: N(=NC(=O)OC(C)C)C(=O)OC(C)C (diisopropyl azodicarboxylate), FC1=C(C=CC(=C1)O)C1=CC=C(C=C1)S(=O)(=O)C (2-fluoro-4′-(methylsulfonyl)-4-biphenylol), C(=O)(OC(C)(C)C)N1CCC(CC1)CO (N-Boc-4-piperidinemethanol), C1=CC=C(C=C1)P(C2=CC=CC=C2)C3=CC=CC=C3 (Ph3P). Solvent: C1CCOC1 (THF), C1CCOC1 (THF). Yields the product FC1=C(C=CC(=C1)OCC1CCN(CC1)C(=O)OC(C)(C)C)C1=CC=C(C=C1)S(=O)(=O)C (1,1-Dimethylethyl 4-({[2-fluoro-4′-(methylsulfonyl)-4-biphenylyl]oxy}methyl)-1-piperidinecarboxylate). The yield is 4.6%. Reaction SMILES: [F:1][C:2]1[CH:7]=[C:6]([OH:8])[CH:5]=[CH:4][C:3]=1[C:9]1[CH:14]=[CH:13][C:12]([S:15]([CH3:18])(=[O:17])=[O:16])=[CH:11][CH:10]=1.[C:19]([N:26]1[CH2:31][CH2:30][CH:29]([CH2:32]O)[CH2:28][CH2:27]1)([O:21][C:22]([CH3:25])([CH3:24])[CH3:23])=[O:20].C1C=CC(P(C2C=CC=CC=2)C2C=CC=CC=2)=CC=1.N(C(OC(C)C)=O)=NC(OC(C)C)=O>C1COCC1>[F:1][C:2]1[CH:7]=[C:6]([O:8][CH2:32][CH:29]2[CH2:30][CH2:31][N:26]([C:19]([O:21][C:22]([CH3:23])([CH3:25])[CH3:24])=[O:20])[CH2:27][CH2:28]2)[CH:5]=[CH:4][C:3]=1[C:9]1[CH:10]=[CH:11][C:12]([S:15]([CH3:18])(=[O:17])=[O:16])=[CH:13][CH:14]=1. Procedure details: The title compound was prepared as a white solid from 2-fluoro-4′-(methylsulfonyl)-4-biphenylol (0.25 g, 0.94 mmol), N-Boc-4-piperidinemethanol (0.21 g, 0.94 mmol) and Ph3P (0.25 g, 0.94 mmol) in THF (6 mL) followed by diisopropyl azodicarboxylate (0.20 g, 94%, 0.94 mmol) in THF (2 mL) in a manner similar to Example 1, Step 2. The crude product was triturated with hot hexane containing 1% of MeOH to give 20 mg of the title compound as a white solid. The filtrate was purified by chromatography on... Reactants: Cl.N1(N=CC=C1)C(N)=N (1H-pyrazole-1-carboximidamide hydrochloride), CN(C)C=O (DMF), CCN(C(C)C)C(C)C (DIPEA), NC(CO)CO (2-aminopropane-1,3-diol). Solvent: CCOCC (Et2O). Reaction conditions: time 8 hour. Product: OCC(CO)NC(=N)N (1-(1,3-dihydroxypropan-2-yl)guanidine). Yield: 99.7%. RXN SMILES: Cl.[N:2]1([C:7](=N)[NH2:8])C=CC=N1.CN(C=O)C.CCN(C(C)C)C(C)C.[NH2:24][CH:25]([CH2:28][OH:29])[CH2:26][OH:27]>CCOCC>[OH:27][CH2:26][CH:25]([NH:24][C:7]([NH2:8])=[NH:2])[CH2:28][OH:29] |f:0.1|. Procedure: To a solution of 1H-pyrazole-1-carboximidamide hydrochloride (12 g, 82 mmol) and DMF (40 mL) at RT was added DIPEA (19 mL, 110 mmol) and 2-aminopropane-1,3-diol (5.0 g, 55 mmol) and the reaction was stirred overnight. Et2O (15 mL) was added and the reaction was stirred for 10 min before the reaction was allowed to settle and the ether layer was decanted. The remaining crude oil was concentrated under high vacuum to afford 7.3 g (100%) of 1-(1,3-dihydroxypropan-2-yl)guanidine (296) which containe... Starting materials: CN1CC=2N(C3=C(C1=O)C=CC=C3)C=NC2C(=O)OC(C)(C)C (t-butyl 5,6-dihydro-5-methyl-6-oxo-4H-imidazo[1,5-a][1,4]benzodiazepine-3-carboxylate), COC1=CC=C(C=C1)P1(SP(S1)(C1=CC=C(C=C1)OC)=S)=S (2,4-bis(p-methoxyphenyl)-1,3,2,4-dithiadiphosphetane-2,4-disulphide), O (water). Solvent: C1(=CC=CC=C1)C (toluene). The product is CN1CC=2N(C3=C(C1=S)C=CC=C3)C=NC2C(=O)OC(C)(C)C (t-butyl 5,6-dihydro-5-methyl-6-thioxo-4H-imidazo[1,5-a][1,4]benzodiazepine-3-carboxylate). As a reaction SMILES: [CH3:1][N:2]1[C:8](=O)[C:7]2[CH:10]=[CH:11][CH:12]=[CH:13][C:6]=2[N:5]2[CH:14]=[N:15][C:16]([C:17]([O:19][C:20]([CH3:23])([CH3:22])[CH3:21])=[O:18])=[C:4]2[CH2:3]1.COC1C=CC(P2(=S)SP(=S)(C3C=CC(OC)=CC=3)[S:33]2)=CC=1.O>C1(C)C=CC=CC=1>[CH3:1][N:2]1[C:8](=[S:33])[C:7]2[CH:10]=[CH:11][CH:12]=[CH:13][C:6]=2[N:5]2[CH:14]=[N:15][C:16]([C:17]([O:19][C:20]([CH3:23])([CH3:22])[CH3:21])=[O:18])=[C:4]2[CH2:3]1. Reported procedure: 1 g of t-butyl 5,6-dihydro-5-methyl-6-oxo-4H-imidazo[1,5-a][1,4]benzodiazepine-3-carboxylate in 50 ml of toluene is treated with 0.82 g of 2,4-bis(p-methoxyphenyl)-1,3,2,4-dithiadiphosphetane-2,4-disulphide and the mixture obtained is heated to boiling under reflux for 6 hours. The mixture is poured into water and the toluene phase is separated. After drying the organic phase over magnesium sulphate and evaporation, the crude product is chromatographed on silica gel. There is obtained t-butyl 5,... Starting materials: C(C)OC(CSC1=CN=C(S1)NC(=O)N(C1=CC=C(C=C1)C(F)(F)F)CC1CCCC1)=O ({2-[3-cyclopentylmethyl-3-(4-trifluoromethyl-phenyl)-ureido]-thiazol-5-ylsulfanyl}-acetic acid ethyl ester), C(C)OC(CSC1=CN=C(S1)N)=O ((2-amino-thiazol-5-ylsulfanyl)acetic acid ethyl ester), C1(CCCC1)CN(C(NC=1SC=C(N1)CC(=O)O)=O)C1=CC=C(C=C1)S(=O)(=O)C ({2-[3-cyclopentylmethyl-3-(4-methanesulfonyl-phenyl)-ureido]-thiazol-4-yl}-acetic acid), C1(CCCC1)CNC1=CC=C(C=C1)C(F)(F)F (cyclopentylmethyl-(4-trifluoromethyl-phenyl)-amine). Product: C1(CCCC1)CN(C(NC=1SC(=CN1)SCC(=O)O)=O)C1=CC=C(C=C1)C(F)(F)F ({2-[3-Cyclopentylmethyl-3-(4-trifluoromethyl-phenyl)-ureido]-thiazol-5-ylsulfanyl}-acetic acid). Reaction SMILES: C([O:3][C:4](=[O:32])[CH2:5][S:6][C:7]1[S:11][C:10]([NH:12][C:13]([N:15]([CH2:26][CH:27]2[CH2:31][CH2:30][CH2:29][CH2:28]2)[C:16]2[CH:21]=[CH:20][C:19]([C:22]([F:25])([F:24])[F:23])=[CH:18][CH:17]=2)=[O:14])=[N:9][CH:8]=1)C.C1(CN(C2C=CC(S(C)(=O)=O)=CC=2)C(=O)NC2SC=C(CC(O)=O)N=2)CCCC1.C1(CNC2C=CC(C(F)(F)F)=CC=2)CCCC1.C(OC(=O)CSC1SC(N)=NC=1)C>>[CH:27]1([CH2:26][N:15]([C:16]2[CH:21]=[CH:20][C:19]([C:22]([F:23])([F:24])[F:25])=[CH:18][CH:17]=2)[C:13](=[O:14])[NH:12][C:10]2[S:11][C:7]([S:6][CH2:5][C:4]([OH:32])=[O:3])=[CH:8][N:9]=2)[CH2:31][CH2:30][CH2:29][CH2:28]1. Reported procedure: The title compound was prepared via {2-[3-cyclopentylmethyl-3-(4-trifluoromethyl-phenyl)-ureido]-thiazol-5-ylsulfanyl}-acetic acid ethyl ester in a similar manner as described for the synthesis of {2-[3-cyclopentylmethyl-3-(4-methanesulfonyl-phenyl)-ureido]-thiazol-4-yl}-acetic acid, using cyclopentylmethyl-(4-trifluoromethyl-phenyl)-amine and (2-amino-thiazol-5-ylsulfanyl)acetic acid ethyl ester The reactants are CCOC(=O)C(C#N)c1nsc2ccc([N+](=O)[O-])cc12, CC(=O)Cl, CCO, CCOCC. Product: CCOC(=O)Cc1nsc2ccc([N+](=O)[O-])cc12. RXN SMILES: [C:1](#[N:2])[CH:3]([C:4](=[O:5])[O:6][CH2:7][CH3:8])[c:9]1[n:10][s:11][c:12]2[c:13]1[cH:14][c:15]([N+:18](=[O:19])[O-:20])[cH:16][cH:17]2.[CH3:21][C:22](=[O:23])[Cl:24].[CH3:25][CH2:26][OH:27].[CH3:28][CH2:29][O:30][CH2:31][CH3:32]>>[CH2:3]([C:4](=[O:5])[O:6][CH2:7][CH3:8])[c:9]1[n:10][s:11][c:12]2[c:13]1[cH:14][c:15]([N+:18](=[O:19])[O-:20])[cH:16][cH:17]2.